The task is: describe an organic reaction: reactants, conditions, products, and yield. This data is from the Open Reaction Database (ORD), a public repository of structured organic reaction records. Reactants: CC(C)(Cc1cccc(CO)c1)NCC(O[Si](C)(C)C(C)(C)C)c1ccc(OCc2ccccc2)c2[nH]c(=O)ccc12, CCO, [H][H]. Product: CC(C)(Cc1cccc(CO)c1)NCC(O[Si](C)(C)C(C)(C)C)c1ccc(O)c2[nH]c(=O)ccc12. Reaction SMILES: [CH2:1]([c:2]1[cH:3][cH:4][cH:5][cH:6][cH:7]1)[O:8][c:9]1[cH:10][cH:11][c:12]([CH:20]([CH2:21][NH:22][C:23]([CH2:24][c:25]2[cH:26][c:27]([CH2:31][OH:32])[cH:28][cH:29][cH:30]2)([CH3:33])[CH3:34])[O:35][Si:36]([CH3:37])([CH3:38])[C:39]([CH3:40])([CH3:41])[CH3:42])[c:13]2[cH:14][cH:15][c:16](=[O:19])[nH:17][c:18]12.[CH3:45][CH2:46][OH:47].[H:43][H:44]>>[OH:8][c:9]1[cH:10][cH:11][c:12]([CH:20]([CH2:21][NH:22][C:23]([CH2:24][c:25]2[cH:26][c:27]([CH2:31][OH:32])[cH:28][cH:29][cH:30]2)([CH3:33])[CH3:34])[O:35][Si:36]([CH3:37])([CH3:38])[C:39]([CH3:40])([CH3:41])[CH3:42])[c:13]2[cH:14][cH:15][c:16](=[O:19])[nH:17][c:18]12. Reactants: CS(=O)(=O)N1CCN(CC1)C=1C=C(C=C(C1)[N+](=O)[O-])C1=CC=CC=C1 (1-(methylsulfonyl)-4-(5-nitrobiphenyl-3-yl)piperazine), ClCCl (Dichloromethane). The reagents and catalysts are [Pd] (Palladium on carbon). Solvent: C(C)(=O)OCC (ethyl acetate), C(C)(=O)O (acetic acid). Reaction conditions: time 90 minute. The product is CS(=O)(=O)N1CCN(CC1)C=1C=C(C=C(C1)C1=CC=CC=C1)N (5-[4-(methylsulfonyl)piperazin-1-yl]biphenyl-3-amine). As a reaction SMILES: [CH3:1][S:2]([N:5]1[CH2:10][CH2:9][N:8]([C:11]2[CH:12]=[C:13]([C:20]3[CH:25]=[CH:24][CH:23]=[CH:22][CH:21]=3)[CH:14]=[C:15]([N+:17]([O-])=O)[CH:16]=2)[CH2:7][CH2:6]1)(=[O:4])=[O:3].ClCCl>[Pd].C(OCC)(=O)C.C(O)(=O)C>[CH3:1][S:2]([N:5]1[CH2:6][CH2:7][N:8]([C:11]2[CH:16]=[C:15]([NH2:17])[CH:14]=[C:13]([C:20]3[CH:25]=[CH:24][CH:23]=[CH:22][CH:21]=3)[CH:12]=2)[CH2:9][CH2:10]1)(=[O:3])=[O:4]. Procedure details: Palladium on carbon (10 wt %, 13 mg, 0.012 mmol) was added to a solution of 1-(methylsulfonyl)-4-(5-nitrobiphenyl-3-yl)piperazine (44.1 mg, 0.122 mmol) in ethyl acetate (1 mL) and acetic acid (0.1 mL) and the reaction mixture was stirred under an atmosphere of H2 (balloon) for 90 minutes. Dichloromethane was added to the reaction mixture, and the mixture was filtered through CELITE, rinsed with ethyl acetate and concentrated in vacuo. The residue was purified by silica gel column chromatography ... Starting materials: CCOCC, CC(C)c1c(CO)c(-c2ccccc2)c2c3ccccc3cnn12. The product is CC(C)c1c(C=O)c(-c2ccccc2)c2c3ccccc3cnn12. As a reaction SMILES: [CH3:25][CH2:26][O:27][CH2:28][CH3:29].[OH:1][CH2:2][c:3]1[c:4](-[c:19]2[cH:20][cH:21][cH:22][cH:23][cH:24]2)[c:5]2[n:6]([n:7][cH:8][c:9]3[cH:10][cH:11][cH:12][cH:13][c:14]23)[c:15]1[CH:16]([CH3:17])[CH3:18]>>[O:1]=[CH:2][c:3]1[c:4](-[c:19]2[cH:20][cH:21][cH:22][cH:23][cH:24]2)[c:5]2[n:6]([n:7][cH:8][c:9]3[cH:10][cH:11][cH:12][cH:13][c:14]23)[c:15]1[CH:16]([CH3:17])[CH3:18]. The reactants are BrC=1C(=CN=C2C=CC(=NC12)OC)F (8-Bromo-7-fluoro-2-(methoxy)-1,5-naphthyridine), C(O)([O-])=O.[Na+] (sodium hydrogen carbonate), [H][H] (hydrogen). The reagents and catalysts are [Pd] (palladium on carbon). Solvent: CO (MeOH). The product is FC1=CN=C2C=CC(=NC2=C1)OC (7-Fluoro-2-(methoxy)-1,5-naphthyridine). Isolated yield 87.0%. As a reaction SMILES: Br[C:2]1[C:3]([F:14])=[CH:4][N:5]=[C:6]2[C:11]=1[N:10]=[C:9]([O:12][CH3:13])[CH:8]=[CH:7]2.C(=O)([O-])O.[Na+].[H][H]>CO.[Pd]>[F:14][C:3]1[CH:2]=[C:11]2[C:6]([CH:7]=[CH:8][C:9]([O:12][CH3:13])=[N:10]2)=[N:5][CH:4]=1 |f:1.2|. Reported procedure: 8-Bromo-7-fluoro-2-(methoxy)-1,5-naphthyridine (for a synthesis see WO2004058144, Example 53(g)) (5.040 g, 19.61 mmol) was stirred in MeOH (200 ml) with sodium hydrogen carbonate (3.29 g, 39.22 mmol) and 10% palladium on carbon (2.5 g), and the resulting suspension was hydrogenated at 1 atmosphere of hydrogen pressure under for 4 h. The mixture was filtered with suction through celite and the solids were washed with MeOH (500 ml). The combined filtrate plus washings were concentrated to about 50...